This data is from the Open Reaction Database (ORD), a public repository of structured organic reaction records. The task is: describe an organic reaction: reactants, conditions, products, and yield The reactants are BrCCOC=1C=C(C=CC1)C1=NOC2=C1SC=C2 (3-[3-(2-bromo-ethoxy)-phenyl]-thieno[2,3-d]isoxazole), C([O-])([O-])=O.[K+].[K+] (potassium carbonate), ClC=1C=C(CN)C=CC1Cl (3,4-dichlorobenzylamine). The solvent is C(C)#N (acetonitrile). The product is ClC=1C=C(CNCCOC2=CC(=CC=C2)C2=NOC3=C2SC=C3)C=CC1Cl ((3,4-dichloro-benzyl)-[2-(3-thieno[2,3-d]isoxazol-3-yl-phenoxy)-ethyl]-amine). RXN SMILES: Br[CH2:2][CH2:3][O:4][C:5]1[CH:6]=[C:7]([C:11]2[C:15]3[S:16][CH:17]=[CH:18][C:14]=3[O:13][N:12]=2)[CH:8]=[CH:9][CH:10]=1.C(=O)([O-])[O-].[K+].[K+].[Cl:25][C:26]1[CH:27]=[C:28]([CH:31]=[CH:32][C:33]=1[Cl:34])[CH2:29][NH2:30]>C(#N)C>[Cl:25][C:26]1[CH:27]=[C:28]([CH:31]=[CH:32][C:33]=1[Cl:34])[CH2:29][NH:30][CH2:2][CH2:3][O:4][C:5]1[CH:10]=[CH:9][CH:8]=[C:7]([C:11]2[C:15]3[S:16][CH:17]=[CH:18][C:14]=3[O:13][N:12]=2)[CH:6]=1 |f:1.2.3|. Procedure: The title compound is prepared from 3-[3-(2-bromo-ethoxy)-phenyl]-thieno[2,3-d]isoxazole, potassium carbonate, 3,4-dichlorobenzylamine and acetonitrile essentially as described above in example 18 except that the column is eluted using a graded solvent mixture of 40% ethyl acetate in heptane, to 100% ethyl acetate. Purity by LC/MS (APCI)=100%, [M+H]+=419. The reactants are CSCCOC=1C=C(C=O)C=CC1 (3-(2-methylsulphanyl-ethoxy)-benzaldehyde), OO (hydrogen peroxide), [OH-].[Na+] (NaOH). Run in C(C)(=O)O (acetic acid). The product is CS(=O)CCOC=1C=C(C=O)C=CC1 (3-(2-methanesulphinyl-ethoxy)-benzaldehyde). RXN SMILES: [CH3:1][S:2][CH2:3][CH2:4][O:5][C:6]1[CH:7]=[C:8]([CH:11]=[CH:12][CH:13]=1)[CH:9]=[O:10].[OH:14]O.[OH-].[Na+]>C(O)(=O)C>[CH3:1][S:2]([CH2:3][CH2:4][O:5][C:6]1[CH:7]=[C:8]([CH:11]=[CH:12][CH:13]=1)[CH:9]=[O:10])=[O:14] |f:2.3|. Procedure details: A solution of 1.6 g (8.15 mmol) 3-(2-methylsulphanyl-ethoxy)-benzaldehyde and 1 ml (9.78 mmol) hydrogen peroxide solution in 30 ml acetic acid is stirred for 2 h at room temperature. Then the reaction mixture is poured onto 4N NaOH and extracted with ethyl acetate. The combined organic layers are washed with sodium bisulphite solution, water and brine, dried over MgSO4, filtered and concentrated in vacuo to afford the title compound as a colorless solid, sufficiently pure for the next step. Starting materials: BrC=1C=C(C=CC1)CCCO (3-(3-bromophenyl)propan-1-ol), CC(C)(C#C)O (2-methyl-3-butyn-2-ol), PdCl2(PPh3)3. The reagents and catalysts are [Cu]I (CuI). Run in C(C)N(CC)CC (triethylamine). Run at temperature 70 celsius, time 15 hour. The product is OCCCC=1C=C(C=CC1)C#CC(C)(O)C (4-(3-(3-hydroxypropyl)phenyl)-2-methylbut-3-yn-2-ol). Reaction SMILES: Br[C:2]1[CH:3]=[C:4]([CH2:8][CH2:9][CH2:10][OH:11])[CH:5]=[CH:6][CH:7]=1.[CH3:12][C:13]([OH:17])([C:15]#[CH:16])[CH3:14]>C(N(CC)CC)C.[Cu]I>[OH:11][CH2:10][CH2:9][CH2:8][C:4]1[CH:3]=[C:2]([C:16]#[C:15][C:13]([CH3:14])([OH:17])[CH3:12])[CH:7]=[CH:6][CH:5]=1. Procedure details: To a degassed solution of 3-(3-bromophenyl)propan-1-ol (8) (0.95 g, 4.5 mmol) and 2-methyl-3-butyn-2-ol (9) (1.6 mL, 16 mmol) in triethylamine (25 mL) was added PdCl2(PPh3)3 (0.095 g, 0.14 mmol) and CuI (0.027 g, 0.14 mmol). The resulting mixture was degassed and stirred under argon at 70° C. for 15 h. The reaction mixture was concentrated under reduced pressure and diluted with EtOAc (50 mL). The solution was filtered through filter paper, washed with water (50 mL) and brine (50 mL), dried over...